This data is from the Open Reaction Database (ORD), a public repository of structured organic reaction records. The task is: describe an organic reaction: reactants, conditions, products, and yield The reagents and catalysts are C=1C=CC(=CC1)[P](C=2C=CC=CC2)(C=3C=CC=CC3)[Pd]([P](C=4C=CC=CC4)(C=5C=CC=CC5)C=6C=CC=CC6)([P](C=7C=CC=CC7)(C=8C=CC=CC8)C=9C=CC=CC9)[P](C=1C=CC=CC1)(C=1C=CC=CC1)C=1C=CC=CC1 (tetrakis(triphenylphosphine)palladium(0)). As a reaction SMILES: [CH2:1]([Li])[CH3:2].[CH3:4][C:5]1[O:10][CH2:9][N:8]([C:11]([CH3:22])([CH3:21])[CH:12]([CH:14]2[CH2:18][CH2:17][C:16]([CH2:19]O)=[CH:15]2)[OH:13])[C:7](=[O:23])[C:6]=1C1C=CC=CC=1.[C:30]1(C)[CH:35]=CC(S(Cl)(=O)=O)=[CH:32][CH:31]=1.C([BH-](CC)CC)C.[Li+].CC1OCN(C(C)(C)C(C2CCC(=C)C2)O)C(=O)C=1C1C=CC=CC=1.CC1OCN(C(C)(C)C(C2CCC(C)=C2)O)C(=O)C=1C1C=CC=CC=1.[Cr](Cl)([O-])(=O)=O.[NH+]1C=CC=CC=1>C(OCC)C.O1CCCC1.ClCCl.C1C=CC([P]([Pd]([P](C2C=CC=CC=2)(C2C=CC=CC=2)C2C=CC=CC=2)([P](C2C=CC=CC=2)(C2C=CC=CC=2)C2C=CC=CC=2)[P](C2C=CC=CC=2)(C2C=CC=CC=2)C2C=CC=CC=2)(C2C=CC=CC=2)C2C=CC=CC=2)=CC=1.O.C(OCC)(=O)C>[CH3:4][C:5]1[O:10][CH2:9][N:8]([C:11]([CH3:21])([CH3:22])[C:12]([CH:14]2[CH2:18][CH2:17][C:16](=[CH2:19])[CH2:15]2)=[O:13])[C:7](=[O:23])[C:6]=1[C:2]1[CH:1]=[CH:32][CH:31]=[CH:30][CH:35]=1 |f:3.4,7.8,^1:126,128,147,166|. Run in O1CCCC1 (tetrahydrofuran), O (water), C(C)(=O)OCC (Ethyl acetate), O1CCCC1 (tetrahydrofuran), ClCCl (dichloromethane), CCOCC (ether), O1CCCC1 (tetrahydrofuran), C(C)OCC (diethyl ether), O1CCCC1 (tetrahydrofuran). Reported procedure: A solution of ethyl lithium (1.4M) in diethyl ether was added to a stirred solution of 2-(2,3-dihydro-6-methyl-4-oxo-5-phenyl-4H-1,3-oxazin-3-yl)-1-(3-hydroxymethyl-cyclopent-2-enyl)-2-methylpropan-1-ol (0.39 g) in tetrahydrofuran below -60° C. under an argon atmosphere. A solution of p-toluenesulphonyl chloride (0.23 g) in tetrahydrofuran was added below -65° C., followed after 0.5 hour by tetrakis(triphenylphosphine)palladium(0) (0.01 g) in tetrahydrofuran added below -60° C. Finally lithium t... The reactants are CC1=C(C(N(CO1)C(C(O)C1CC(CC1)=C)(C)C)=O)C1=CC=CC=C1 (2-(2,3-dihydro-6-methyl-4-oxo-5-phenyl-4H-1,3-oxazin-3-yl)-2-methyl-1-(3-methylenecyclopentyl)propan-1-ol), CC1=C(C(N(CO1)C(C(O)C1C=C(CC1)C)(C)C)=O)C1=CC=CC=C1 (2-(2,3-dihydro-6-methyl-4-oxo-5-phenyl-4H-1,3-oxazin-3-yl)-2-methyl-1-(3-methylcyclopent-2-en-1-yl)propan-1-ol), C1(=CC=C(C=C1)S(=O)(=O)Cl)C (p-toluenesulphonyl chloride), [Cr](=O)(=O)([O-])Cl.[NH+]1=CC=CC=C1 (pyridinium chlorochromate), C(C)[BH-](CC)CC.[Li+] (lithium triethylborohydride), C(C)[Li] (ethyl lithium), CC1=C(C(N(CO1)C(C(O)C1C=C(CC1)CO)(C)C)=O)C1=CC=CC=C1 (2-(2,3-dihydro-6-methyl-4-oxo-5-phenyl-4H-1,3-oxazin-3-yl)-1-(3-hydroxymethyl-cyclopent-2-enyl)-2-methylpropan-1-ol), 4A. Conditions: temperature 20 celsius, time 3 hour. The product is CC1=C(C(N(CO1)C(C(=O)C1CC(CC1)=C)(C)C)=O)C1=CC=CC=C1 (2-(2,3-dihydro-6-methyl-4-oxo-5-phenyl-4H-1,3-oxazin-3-yl)-2-methyl-1-(3-methylenecyclopentyl)propan-1-one). Starting materials: Cc1cccc(N2CCNCC2)c1, CCc1ccc(Oc2ccc(Cl)nn2)cc1, ClC(Cl)Cl, [NH4+], [OH-]. Product: CCc1ccc(Oc2ccc(N3CCN(c4cccc(C)c4)CC3)nn2)cc1. Reaction SMILES: [CH3:17][c:18]1[cH:19][c:20]([N:24]2[CH2:25][CH2:26][NH:27][CH2:28][CH2:29]2)[cH:21][cH:22][cH:23]1.[Cl:1][c:2]1[cH:3][cH:4][c:5]([O:8][c:9]2[cH:10][cH:11][c:12]([CH2:15][CH3:16])[cH:13][cH:14]2)[n:6][n:7]1.[Cl:32][CH:33]([Cl:34])[Cl:35].[NH4+:30].[OH-:31]>>[c:2]1([N:27]2[CH2:26][CH2:25][N:24]([c:20]3[cH:19][c:18]([CH3:17])[cH:23][cH:22][cH:21]3)[CH2:29][CH2:28]2)[cH:3][cH:4][c:5]([O:8][c:9]2[cH:10][cH:11][c:12]([CH2:15][CH3:16])[cH:13][cH:14]2)[n:6][n:7]1. Reactants: O=C(Cl)C=Cc1ccccc1, CC(C)=O, CO, CC(C)O, ClC(Cl)Cl, [H][H], COc1ccc([N+](=O)[O-])c(C)c1, c1ccncc1. RXN SMILES: [C:19]([CH:20]=[CH:21][c:22]1[cH:23][cH:24][cH:25][cH:26][cH:27]1)(=[O:28])[Cl:29].[CH3:15][C:16](=[O:17])[CH3:18].[CH3:30][OH:31].[CH:32]([OH:33])([CH3:34])[CH3:35].[CH:36]([Cl:37])([Cl:38])[Cl:39].[H:13][H:14].[N+:1]([O-:2])(=[O:3])[c:4]1[c:5]([CH3:12])[cH:6][c:7]([O:10][CH3:11])[cH:8][cH:9]1.[cH:40]1[cH:41][cH:42][n:43][cH:44][cH:45]1>>[NH:1]([c:4]1[c:5]([CH3:12])[cH:6][c:7]([O:10][CH3:11])[cH:8][cH:9]1)[C:19]([CH:20]=[CH:21][c:22]1[cH:23][cH:24][cH:25][cH:26][cH:27]1)=[O:28]. The product is COc1ccc(NC(=O)C=Cc2ccccc2)c(C)c1. The reactants are CS(=O)(=O)Nc1cc(C(=O)CBr)ccc1OCc1ccccc1, Br, C1CCOC1, CB1OB(C)OB(C)O1, Cc1ccccc1, OC(c1ccccc1)(c1ccccc1)C1CCCN1. The product is CS(=O)(=O)Nc1cc(C(O)CBr)ccc1OCc1ccccc1. As a reaction SMILES: [Br:29][CH2:30][C:31](=[O:32])[c:33]1[cH:34][c:35]([NH:47][S:48](=[O:49])(=[O:50])[CH3:51])[c:36]([O:39][CH2:40][c:41]2[cH:42][cH:43][cH:44][cH:45][cH:46]2)[cH:37][cH:38]1.[BrH:52].[CH2:60]1[O:61][CH2:62][CH2:63][CH2:64]1.[CH3:20][B:21]1[O:22][B:23]([CH3:24])[O:25][B:26]([CH3:27])[O:28]1.[CH3:53][c:54]1[cH:55][cH:56][cH:57][cH:58][cH:59]1.[c:1]1([C:2]([c:3]2[cH:4][cH:5][cH:6][cH:7][cH:8]2)([CH:9]2[CH2:10][CH2:11][CH2:12][NH:13]2)[OH:14])[cH:15][cH:16][cH:17][cH:18][cH:19]1>>[Br:29][CH2:30][CH:31]([OH:32])[c:33]1[cH:34][c:35]([NH:47][S:48](=[O:49])(=[O:50])[CH3:51])[c:36]([O:39][CH2:40][c:41]2[cH:42][cH:43][cH:44][cH:45][cH:46]2)[cH:37][cH:38]1. Reactants: C1=C(C=CC2=CC=CC=C12)CN1[C@H]2C\C=C/C[C@@H](C1=O)NC2=O (Z-(1S,6S)-7-naphthalen-2-ylmethyl-7,9-diaza-bicyclo[4.2.2]dec-3-ene-8,10-dione), CC(C)C[AlH]CC(C)C (DiBAl-H), Cl (HCl). Solvent: C(C)OCC (diethyl ether). Run at temperature 130 celsius, time 8 hour. Yields the product C1=C(C=CC2=CC=CC=C12)CN1[C@H]2C\C=C/C[C@@H](C1)NC2 (Z-(1S,6S)-7-naphthalen-2-ylmethyl-7,9-diaza-bicyclo[4.2.2]dec-3-ene). As a reaction SMILES: [CH:1]1[C:10]2[C:5](=[CH:6][CH:7]=[CH:8][CH:9]=2)[CH:4]=[CH:3][C:2]=1[CH2:11][N:12]1[C:19](=O)[C@H:18]2[NH:21][C:22](=O)[C@@H:13]1[CH2:14][CH:15]=[CH:16][CH2:17]2.CC(C[AlH]CC(C)C)C.Cl>C(OCC)C>[CH:1]1[C:10]2[C:5](=[CH:6][CH:7]=[CH:8][CH:9]=2)[CH:4]=[CH:3][C:2]=1[CH2:11][N:12]1[CH2:19][C@H:18]2[NH:21][CH2:22][C@@H:13]1[CH2:14][CH:15]=[CH:16][CH2:17]2. Reported procedure: Z-(1S,6S)-7-naphthalen-2-ylmethyl-7,9-diaza-bicyclo[4.2.2]dec-3-ene-8,10-dione (40 mg, 0.1307 mmol) was placed in a μW tube, followed by addition of DiBAl-H (3 mL, 3 mmol, [1M] in THF). The reaction mixture was purged under argon for 20 min, then heated to 130° C. for 900 sec. The reaction mixture was poured in to a 100 mL mixture (1:1) of Rochelle's solution and diethyl ether and stirred vigorously overnight. The reaction mixture was separated and the organic layer was dried with magnesium sulf... Reactants: COC(=O)COc1ccc(CC(C)N)cc1, CS(C)=O, FC(F)(F)c1nc(C2CO2)cs1. The product is COC(=O)COc1ccc(CC(C)NCC(O)c2csc(C(F)(F)F)n2)cc1. As a reaction SMILES: [C:13](=[O:14])([O:15][CH3:16])[CH2:17][O:18][c:19]1[cH:20][cH:21][c:22]([CH2:25][CH:26]([CH3:27])[NH2:28])[cH:23][cH:24]1.[CH3:29][S:30](=[O:31])[CH3:32].[F:1][C:2]([c:3]1[s:4][cH:5][c:6]([CH:8]2[CH2:9][O:10]2)[n:7]1)([F:11])[F:12]>>[F:1][C:2]([c:3]1[s:4][cH:5][c:6]([CH:8]([CH2:9][NH:28][CH:26]([CH2:25][c:22]2[cH:21][cH:20][c:19]([O:18][CH2:17][C:13](=[O:14])[O:15][CH3:16])[cH:24][cH:23]2)[CH3:27])[OH:10])[n:7]1)([F:11])[F:12].